From a dataset of the Open Reaction Database (ORD), a public repository of structured organic reaction records. describe an organic reaction: reactants, conditions, products, and yield Starting materials: BrC=1C=NNC1 (4-bromopyrazole), C1CN2CCN1CC2 (DABCO), CN(S(=O)(=O)Cl)C (dimethylsulfamoyl chloride). The solvent is CC#N (MeCN). Conditions: time 20 hour. The product is CN(S(=O)(=O)N1N=CC(=C1)Br)C (4-Bromo-pyrazole-1-sulfonic acid dimethylamide). As a reaction SMILES: [Br:1][C:2]1[CH:3]=[N:4][NH:5][CH:6]=1.C1N2CCN(CC2)C1.[CH3:15][N:16]([CH3:21])[S:17](Cl)(=[O:19])=[O:18]>CC#N>[CH3:15][N:16]([CH3:21])[S:17]([N:4]1[CH:3]=[C:2]([Br:1])[CH:6]=[N:5]1)(=[O:19])=[O:18]. Procedure details: To a solution of 4-bromopyrazole (2.20 g, 15 mmol) and DABCO (1.85 g, 16.5 mmol) in anhydrous MeCN (15 ml) at room temperature was added dimethylsulfamoyl chloride (1.61 ml, 15 mmol). The reaction mixture was stirred for 20 h, then partitioned between 1N HCl(aq) and EtOAc. The aqueous layer was extracted with EtOAc (×2), the organics combined, washed with brine (×1), dried (MgSO4), filtered and the solvent removed in vacuo to afford a colourless liquid. (3.79 g). 1H NMR (400 MHz, CDCl3): 8.00 (1...